From a dataset of the Open Reaction Database (ORD), a public repository of structured organic reaction records. describe an organic reaction: reactants, conditions, products, and yield Procedure details: A mixture of 2-[4-methyl-2-(4-trifluoromethyl-phenyl)-oxazol-5-yl]-propan-2-ol (0.1 g, 0.351 mmol), (3-Mercapto-phenyl)-acetic acid methyl ester (0.070 g, 0.386 mmol), zinc (I) iodide (0.056 g, 0.176 mmol), and 1,2-dichloroethane (2 mL) is stirred at room temperature 24 hr. The reaction mixture is diluted with ethyl acetate (25 mL), and washed with aqueous saturated sodium hydrogen carbonate, water, brine (25 mL each), dried over anhydrous magnesium sulfate, filtered, concentrated, and purified ... Reagents/catalysts: [I-].[Zn+] (zinc (I) iodide). The reactants are CC=1N=C(OC1C(C)(C)O)C1=CC=C(C=C1)C(F)(F)F (2-[4-methyl-2-(4-trifluoromethyl-phenyl)-oxazol-5-yl]-propan-2-ol), COC(CC1=CC(=CC=C1)S)=O ((3-Mercapto-phenyl)-acetic acid methyl ester), ClCCCl (1,2-dichloroethane). Solvent: C(C)(=O)OCC (ethyl acetate). RXN SMILES: [CH3:1][C:2]1[N:3]=[C:4]([C:11]2[CH:16]=[CH:15][C:14]([C:17]([F:20])([F:19])[F:18])=[CH:13][CH:12]=2)[O:5][C:6]=1[C:7](O)([CH3:9])[CH3:8].[CH3:21][O:22][C:23](=[O:32])[CH2:24][C:25]1[CH:30]=[CH:29][CH:28]=[C:27]([SH:31])[CH:26]=1.ClCCCl>C(OCC)(=O)C.[I-].[Zn+]>[CH3:21][O:22][C:23](=[O:32])[CH2:24][C:25]1[CH:30]=[CH:29][CH:28]=[C:27]([S:31][C:7]([CH3:9])([C:6]2[O:5][C:4]([C:11]3[CH:16]=[CH:15][C:14]([C:17]([F:20])([F:19])[F:18])=[CH:13][CH:12]=3)=[N:3][C:2]=2[CH3:1])[CH3:8])[CH:26]=1 |f:4.5|. Reaction conditions: time 24 hour. The product is COC(CC1=CC(=CC=C1)SC(C)(C1=C(N=C(O1)C1=CC=C(C=C1)C(F)(F)F)C)C)=O ((3-{1-Methyl-1-[4-methyl-2-(4-trifluoromethyl-phenyl)-oxazol-5-yl]-ethylsulfanyl}-phenyl)-acetic acid methyl ester). Reaction SMILES: [N:1]([CH:4]([CH3:21])[CH2:5][N:6]1[C:10]2=[CH:11][C:12]3[C:17]([C:16]([CH3:19])([CH3:18])[CH:15]=[CH:14][C:13]=3[F:20])=[C:9]2[CH:8]=[N:7]1)=[N+]=[N-].[C:22]([OH:29])(=[O:28])/[CH:23]=[CH:24]/[C:25]([OH:27])=[O:26]>C(O)C.C(OCC)C.CO.[Pt]=O>[C:22]([OH:29])(=[O:28])/[CH:23]=[CH:24]/[C:25]([OH:27])=[O:26].[F:20][C:13]1[CH:14]=[CH:15][C:16]([CH3:18])([CH3:19])[C:17]2[C:12]=1[CH:11]=[C:10]1[C:9]=2[CH:8]=[N:7][N:6]1[CH2:5][CH:4]([NH2:1])[CH3:21] |f:6.7|. Isolated yield 82.8%. Procedure: 1.66 g (5.82 mmol) of (RS)-1-(2-azido-propyl)-7-fluoro-4,4-dimethyl-1,4-dihydro-indeno[2,1-c]pyrazole dissolved in 80 ml of anhydrous ethanol were hydrogenated over 160 mg of platinum oxide for 1.5 hours. The catalyst was subsequently filtered off, rinsed with ethanol and the solvent was removed in a vacuum. The yellow oil obtained was dissolved in 80 ml of anhydrous diethyl ether, filtered and treated while stirring with a solution of 676 mg (5.82 mmol) of fumaric acid in 10 ml of methanol. The... The reagents and catalysts are [Pt]=O (platinum oxide). Conditions: time 15 hour. The solvent is C(C)O (ethanol), CO (methanol), C(C)OCC (diethyl ether). The product is C(\C=C\C(=O)O)(=O)O.FC1=C2C=C3N(N=CC3=C2C(C=C1)(C)C)CC(C)N ((RS)-2-(7-fluoro-4,4-dimethyl-1,4-dihydroindeno[2,1-c]pyrazol-1-yl)- 1-methyl-ethylamine fumarate). The reactants are N(=[N+]=[N-])C(CN1N=CC=2C1=CC1=C(C=CC(C12)(C)C)F)C ((RS)-1-(2-azido-propyl)-7-fluoro-4,4-dimethyl-1,4-dihydro-indeno[2,1-c]pyrazole), C(\C=C\C(=O)O)(=O)O (fumaric acid).